Dataset: the Open Reaction Database (ORD), a public repository of structured organic reaction records. Task: describe an organic reaction: reactants, conditions, products, and yield Reactants: Cl.NO (hydroxylamine hydrochloride), BrC=1C=C(C=O)C=CC1C (3-bromo-4-methylbenzaldehyde), C([O-])([O-])=O.[Na+].[Na+] (sodium carbonate). Solvent: O (water), CO (methanol). Reaction conditions: temperature 0 celsius, time 1 hour. Yields the product BrC=1C=C(C=NO)C=CC1C (3-Bromo-4-methylbenzaldehyde oxime). The yield is 79.4%. RXN SMILES: [Br:1][C:2]1[CH:3]=[C:4]([CH:7]=[CH:8][C:9]=1[CH3:10])[CH:5]=O.Cl.[NH2:12][OH:13].C(=O)([O-])[O-].[Na+].[Na+]>CO.O>[Br:1][C:2]1[CH:3]=[C:4]([CH:7]=[CH:8][C:9]=1[CH3:10])[CH:5]=[N:12][OH:13] |f:1.2,3.4.5|. Procedure: To a stirred suspension of 3-bromo-4-methylbenzaldehyde (1.0 g, 5 mmol, 1.0 eq) in methanol (50 mL) was added a solution hydroxylamine hydrochloride (434 mg, 6.3 mmol, 1.2 eq) in water (2 mL) at room temperature. The resulting solution was cooled to 0° C. and then treated with an aqueous solution of sodium carbonate (2M, 2 mL). After stirring for 1 h at room temperature, the solvent was removed under vacuum. The residue was taken into ethyl acetate (20 mL) and water (10 mL). The layers were sepa...